describe an organic reaction: reactants, conditions, products, and yield From a dataset of the Open Reaction Database (ORD), a public repository of structured organic reaction records. Starting materials: BrC1=CC(=C(CN2CCOCC2)C=C1)F (4-(4-bromo-2-fluoro-benzyl)-morpholine), C(C)OC=1C=C(CC=2C(=NC(=NC2)N)N)C=C(C1I)OCC (5-(3,5-Diethoxy-4-iodo-benzyl)-pyrimidine-2,4-diamine), C(C)OC1=C(C(=CC(=C1)CC=1C(=NC(=NC1)N)N)OCC)C1=CC(=C(C=C1)CN1CCOCC1)F (5-(2,6-diethoxy-3′-fluoro-4′-morpholin-4-ylmethyl-biphenyl-4-ylmethyl)-pyrimidine-2,4-diamine), B1(OC(C(O1)(C)C)(C)C)B2OC(C(O2)(C)C)(C)C (bis(pinacolato)diboron), C(C)(=O)[O-].[K+] (potassium acetate). The reagents and catalysts are Cl[Pd]([P](C1=CC=CC=C1)(C2=CC=CC=C2)C3=CC=CC=C3)([P](C4=CC=CC=C4)(C5=CC=CC=C5)C6=CC=CC=C6)Cl (bis(triphenylphosphine)palladium(II) dichloride). Product: C(C)OC1(NC(=C(C(=N1)N)CC1=CC=C(C=C1)C1=CC(=C(C=C1)CN1CCOCC1)F)OCC)N (2,6-Diethoxy-3′-fluoro-4′-morpholin-4-ylmethyl-biphenyl-4-ylmethy-pyrimidine-2,4-diamine). As a reaction SMILES: BrC1C=CC(CN2CC[O:10][CH2:9][CH2:8]2)=C(F)C=1.B1(B2OC(C)(C)C(C)(C)O2)OC(C)(C)C(C)(C)O1.[C:34]([O-:37])(=O)[CH3:35].[K+].C(OC1C=C(C=C(OCC)C=1I)CC1C(N)=NC(N)=NC=1)C.C(O[C:64]1[CH:69]=[C:68]([CH2:70][C:71]2[C:72]([NH2:78])=[N:73][C:74]([NH2:77])=[N:75][CH:76]=2)[CH:67]=[C:66](OCC)[C:65]=1[C:82]1[CH:87]=[CH:86][C:85]([CH2:88][N:89]2[CH2:94][CH2:93][O:92][CH2:91][CH2:90]2)=[C:84]([F:95])[CH:83]=1)C>Cl[Pd](Cl)([P](C1C=CC=CC=1)(C1C=CC=CC=1)C1C=CC=CC=1)[P](C1C=CC=CC=1)(C1C=CC=CC=1)C1C=CC=CC=1>[CH2:9]([O:10][C:74]1([NH2:77])[N:73]=[C:72]([NH2:78])[C:71]([CH2:70][C:68]2[CH:69]=[CH:64][C:65]([C:82]3[CH:87]=[CH:86][C:85]([CH2:88][N:89]4[CH2:94][CH2:93][O:92][CH2:91][CH2:90]4)=[C:84]([F:95])[CH:83]=3)=[CH:66][CH:67]=2)=[C:76]([O:37][CH2:34][CH3:35])[NH:75]1)[CH3:8] |f:2.3,^1:98,117|. Procedure details: Analogously to example (4a), starting from 4-(4-bromo-2-fluoro-benzyl)-morpholine (274 mg; 1 mmol), bis(pinacolato)diboron (380 mg; 1.5 mmol), potassium acetate (294 mg; 3 mmol), bis(triphenylphosphine)palladium(II) dichloride (47 mg; 0.07 mmol) and from 5-(3,5-diethoxy-4-iodo-benzyl)-pyrimidine-2,4-diamine (example 1) (248 mg; 0.6 mmol), 166 mg (34%) 5-(2,6-diethoxy-3′-fluoro-4′-morpholin-4-ylmethyl-biphenyl-4-ylmethyl)-pyrimidine-2,4-diamine are obtained as a pale yellow powder. The reactants are C1(CCCCC1)N=C=O (cyclohexyl isocyanate), NC1=C(C=C(C=C1)[N+](=O)[O-])O (2-amino-5-nitrophenol). Run in C1(=CC=CC=C1)C (toluene). Reaction conditions: temperature 80 celsius, time 24 hour. Yields the product C1(CCCCC1)NC(=O)NC1=C(C=C(C=C1)[N+](=O)[O-])O (N-Cyclohexyl-N'-(2-hydroxy-4-nitrophenyl)urea). As a reaction SMILES: [CH:1]1([N:7]=[C:8]=[O:9])[CH2:6][CH2:5][CH2:4][CH2:3][CH2:2]1.[NH2:10][C:11]1[CH:16]=[CH:15][C:14]([N+:17]([O-:19])=[O:18])=[CH:13][C:12]=1[OH:20]>C1(C)C=CC=CC=1>[CH:1]1([NH:7][C:8]([NH:10][C:11]2[CH:16]=[CH:15][C:14]([N+:17]([O-:19])=[O:18])=[CH:13][C:12]=2[OH:20])=[O:9])[CH2:6][CH2:5][CH2:4][CH2:3][CH2:2]1. Procedure: To a solution of cyclohexyl isocyanate (400 mg, 3.19 mmol) in toluene, 2-amino-5-nitrophenol (492 mg, 3.19 mmol) was added. The reaction mixture was stirred at 80° C. for 24 hours, then cooled to room temperature. The product was purified by precipitation from toluene and filtering (752 mg, 93%). m.p: 1850-186.0° C.; EI-MS m/z 280 (M+H)+. Starting materials: COC(=O)C1CNCC(c2ccc(C(F)(F)F)cc2)C1, O=C(Cl)N1CCOCC1. Yields the product COC(=O)C1CC(c2ccc(C(F)(F)F)cc2)CN(C(=O)N2CCOCC2)C1. Reaction SMILES: [F:1][C:2]([c:3]1[cH:4][cH:5][c:6]([CH:9]2[CH2:10][CH:11]([C:15](=[O:16])[O:17][CH3:18])[CH2:12][NH:13][CH2:14]2)[cH:7][cH:8]1)([F:19])[F:20].[O:21]1[CH2:22][CH2:23][N:24]([C:27](=[O:28])[Cl:29])[CH2:25][CH2:26]1>>[F:1][C:2]([c:3]1[cH:4][cH:5][c:6]([CH:9]2[CH2:10][CH:11]([C:15](=[O:16])[O:17][CH3:18])[CH2:12][N:13]([C:27]([N:24]3[CH2:23][CH2:22][O:21][CH2:26][CH2:25]3)=[O:28])[CH2:14]2)[cH:7][cH:8]1)([F:19])[F:20]. Reactants: N(=[N+]=[N-])CCCCCCCCCC1C(CSC2=CC(=CC=C12)O)(C)C1=CC=C(C=C1)O ((3RS,4RS)-4-(azidononyl)-7-hydroxy-3-(4-hydroxyphenyl)-3-methylthiochroman). Reagents/catalysts: [Pd] (Pd/C). Run in CO (Methanol). Run at time 2 hour. Product: NCCCCCCCCCC1C(CSC2=CC(=CC=C12)O)(C)C1=CC=C(C=C1)O ((3RS,4RS)-4-(aminononyl)-7-hydroxy-3-(4-hydroxyphenyl)-3-methylthiochroman). Yield: 98.8%. RXN SMILES: [N:1]([CH2:4][CH2:5][CH2:6][CH2:7][CH2:8][CH2:9][CH2:10][CH2:11][CH2:12][CH:13]1[C:22]2[C:17](=[CH:18][C:19]([OH:23])=[CH:20][CH:21]=2)[S:16][CH2:15][C:14]1([C:25]1[CH:30]=[CH:29][C:28]([OH:31])=[CH:27][CH:26]=1)[CH3:24])=[N+]=[N-]>[Pd].CO>[NH2:1][CH2:4][CH2:5][CH2:6][CH2:7][CH2:8][CH2:9][CH2:10][CH2:11][CH2:12][CH:13]1[C:22]2[C:17](=[CH:18][C:19]([OH:23])=[CH:20][CH:21]=2)[S:16][CH2:15][C:14]1([C:25]1[CH:26]=[CH:27][C:28]([OH:31])=[CH:29][CH:30]=1)[CH3:24]. Procedure details: Methanol (70 ml) and 10% Pd/C (137 mg) were added to (3RS,4RS)-4-(azidononyl)-7-hydroxy-3-(4-hydroxyphenyl)-3-methylthiochroman (410 mg, 0.93 mmol) and the mixture was stirred for 2 h under hydrogen (normal pressure). When the reaction was completed, the mixture was filtered through celite pad, the filtrate was evaporated in vacuo to give 380 mg (yield: 98%) of the title compound as a pale yellow oil. The reactants are COc1ccc(O)cc1, C1CCOC1, O=[N+]([O-])O. Product: COc1ccc(O)c([N+](=O)[O-])c1. As a reaction SMILES: [CH3:5][O:6][c:7]1[cH:8][cH:9][c:10]([OH:13])[cH:11][cH:12]1.[O:14]1[CH2:15][CH2:16][CH2:17][CH2:18]1.[OH:1][N+:2]([O-:3])=[O:4]>>[O-:1][N+:2](=[O:4])[c:11]1[c:10]([OH:13])[cH:9][cH:8][c:7]([O:6][CH3:5])[cH:12]1. Starting materials: CN1C(=NC2=C1C=C(C=C2)OC)COC2=CC=C(C=C2)C(C(=O)OC)(O)C (methyl 4-(1-methyl-6-methoxy-1H-benzimidazol-2-ylmethoxy)phenyllactate), Cl (hydrochloric acid). Solvent: O1CCOCC1 (dioxane). The product is CN1C(=NC2=C1C=C(C=C2)OC)COC2=CC=C(C=C2)C(C(=O)O)(O)C (4-(1-Methyl-6-methoxy-1H-benzimidazole-2-ylmethoxy)phenyllactic acid). Isolated yield 103.9%. RXN SMILES: [CH3:1][N:2]1[C:6]2[CH:7]=[C:8]([O:11][CH3:12])[CH:9]=[CH:10][C:5]=2[N:4]=[C:3]1[CH2:13][O:14][C:15]1[CH:20]=[CH:19][C:18]([C:21]([CH3:27])([OH:26])[C:22]([O:24]C)=[O:23])=[CH:17][CH:16]=1.Cl>O1CCOCC1>[CH3:1][N:2]1[C:6]2[CH:7]=[C:8]([O:11][CH3:12])[CH:9]=[CH:10][C:5]=2[N:4]=[C:3]1[CH2:13][O:14][C:15]1[CH:20]=[CH:19][C:18]([C:21]([CH3:27])([OH:26])[C:22]([OH:24])=[O:23])=[CH:17][CH:16]=1. Procedure: A mixture of methyl 4-(1-methyl-6-methoxy-1H-benzimidazol-2-ylmethoxy)phenyllactate (0.15 g), concentrated hydrochloric acid (2 ml) and dioxane (2 ml) was heated at reflux for 3 hours. The reaction mixture was concentrated and the water of the residue was removed by azeotropic distillation in dioxane and the crystals were isolated by filtration to afford the title compound (0.15 g, mp 216-218° C.). Reactants: C(C)(C)(C)OC([C@@H](N)CC1=CC=CC=C1)=O (phenylalanine tert-butyl ester), C(#N)C1=CC=C(C=C1)N1C(OC(C1)C(=O)O)=O (3-(4-cyanophenyl)-2-oxo-5-oxazolidinecarboxylic acid). Product: C(#N)C1=CC=C(C=C1)N1C(OC(C1)C(=O)N[C@@H](C(=O)OC(C)(C)C)CC1=CC=CC=C1)=O (tert-butyl (2R)-2-[3-(4-cyanophenyl)-2-oxo-5-oxazolidinylcarbonylamino]-3-phenylpropionate). As a reaction SMILES: [C:1]([O:5][C:6](=[O:16])[C@H:7]([CH2:9][C:10]1[CH:15]=[CH:14][CH:13]=[CH:12][CH:11]=1)[NH2:8])([CH3:4])([CH3:3])[CH3:2].[C:17]([C:19]1[CH:24]=[CH:23][C:22]([N:25]2[CH2:29][CH:28]([C:30](O)=[O:31])[O:27][C:26]2=[O:33])=[CH:21][CH:20]=1)#[N:18]>>[C:17]([C:19]1[CH:20]=[CH:21][C:22]([N:25]2[CH2:29][CH:28]([C:30]([NH:8][C@H:7]([CH2:9][C:10]3[CH:15]=[CH:14][CH:13]=[CH:12][CH:11]=3)[C:6]([O:5][C:1]([CH3:4])([CH3:2])[CH3:3])=[O:16])=[O:31])[O:27][C:26]2=[O:33])=[CH:23][CH:24]=1)#[N:18]. Reported procedure: In analogy to Example 4, reaction of phenylalanine tert-butyl ester and 3-(4-cyanophenyl)-2-oxo-5-oxazolidinecarboxylic acid [obtainable according to Example 1] gives tert-butyl (2R)-2-[3-(4-cyanophenyl)-2-oxo-5-oxazolidinylcarbonylamino]-3-phenylpropionate, m.p. 72°. As a reaction SMILES: [CH3:25][N:26]([CH3:27])[CH:28]=[O:29].[F:16][c:17]1[cH:18][c:19]([CH2:20][Br:21])[cH:22][cH:23][cH:24]1.[F:1][c:2]1[cH:3][cH:4][cH:5][c:6]2[c:10]1[NH:9][C:8](=[O:11])[C:7]2([CH3:12])[CH3:13].[H-:15].[Na+:14]>>[F:1][c:2]1[cH:3][cH:4][cH:5][c:6]2[c:10]1[N:9]([CH2:20][c:19]1[cH:18][c:17]([F:16])[cH:24][cH:23][cH:22]1)[C:8](=[O:11])[C:7]2([CH3:12])[CH3:13]. Product: CC1(C)C(=O)N(Cc2cccc(F)c2)c2c(F)cccc21. The reactants are CN(C)C=O, Fc1cccc(CBr)c1, CC1(C)C(=O)Nc2c(F)cccc21, [H-], [Na+]. The product is C(CCC)OC(C(=C)C)=O.C=CC1=CC=CC=C1 (Styrene n-Butyl Methacrylate). The reactants are CC(=O)C (acetone), N(=NC(C#N)(C)C)C(C#N)(C)C (2,2'-azobis (2-methylpropanenitrile)), monomers, solids, C=CC1=CC=CC=C1 (styrene), C(C(=C)C)(=O)OCCCC (n-butyl methacrylate), solids, monomers. Solvent: O (water). Reaction SMILES: N(C(C)(C)C#N)=NC(C)(C)C#N.[CH2:13]=[CH:14][C:15]1[CH:20]=[CH:19][CH:18]=[CH:17][CH:16]=1.[C:21]([O:26][CH2:27][CH2:28][CH2:29][CH3:30])(=[O:25])[C:22]([CH3:24])=[CH2:23].CC(C)=O>O>[CH2:27]([O:26][C:21](=[O:25])[C:22]([CH3:24])=[CH2:23])[CH2:28][CH2:29][CH3:30].[CH2:13]=[CH:14][C:15]1[CH:20]=[CH:19][CH:18]=[CH:17][CH:16]=1 |f:5.6|. Conditions: temperature 70 celsius. Reported procedure: 1.00 Part of 2,2'-azobis (2-methylpropanenitrile) is mixed with 764.5 parts of Latex #1 and heated to 70° C. while stirring under a nitrogen atmosphere. 50 Parts of a 50/50 solution of styrene and n-butyl methacrylate is added continuously with 227.3 parts of (RPS⃝) solution at 22.1 percent solids in water using the following schedule: 0 to 20 percent of monomers added over 2 1/2 hours at 70° C. and the remaining 80 percent monomers added with 0 to 100 percent of (RPS⃝) solution over 1 1/2 hours...